Task: describe an organic reaction: reactants, conditions, products, and yield. Dataset: the Open Reaction Database (ORD), a public repository of structured organic reaction records Reactants: ClC1=CC=C(C=C1)[C@@](C(=O)O)(CC)N1C=CC2=C(C=CC=C12)NS(=O)(=O)C ((R)-2-(4-chlorophenyl)-2-{4-[(methylsulfonyl)amino]-1H-indol-1-yl}butanoic acid), [I-].N=C(C1=CC=CC=C1)[NH2+]N ([imino(phenyl)methyl]hydrazinium iodide). Product: ClC1=CC=C(C=C1)[C@](CC)(C1=NC(=NN1)C1=CC=CC=C1)N1C=CC2=C(C=CC=C12)NS(=O)(=O)C ((R)—N-{1-[1-(4-chlorophenyl)-1-(3-phenyl-1H-1,2,4-triazol-5-yl)propyl]-1H-indol-4-yl}methanesulfonamide). As a reaction SMILES: [Cl:1][C:2]1[CH:7]=[CH:6][C:5]([C@:8]([N:14]2[C:22]3[C:17](=[C:18]([NH:23][S:24]([CH3:27])(=[O:26])=[O:25])[CH:19]=[CH:20][CH:21]=3)[CH:16]=[CH:15]2)([CH2:12][CH3:13])[C:9](O)=O)=[CH:4][CH:3]=1.[I-].[NH:29]=[C:30]([NH2+:37][NH2:38])[C:31]1[CH:36]=[CH:35][CH:34]=[CH:33][CH:32]=1>>[Cl:1][C:2]1[CH:7]=[CH:6][C:5]([C@@:8]([N:14]2[C:22]3[C:17](=[C:18]([NH:23][S:24]([CH3:27])(=[O:26])=[O:25])[CH:19]=[CH:20][CH:21]=3)[CH:16]=[CH:15]2)([C:9]2[NH:38][N:37]=[C:30]([C:31]3[CH:36]=[CH:35][CH:34]=[CH:33][CH:32]=3)[N:29]=2)[CH2:12][CH3:13])=[CH:4][CH:3]=1 |f:1.2|. Reported procedure: Compound 64 was synthesized from compound 4a following procedures similar to those presented in Example 6, substituting [imino(phenyl)methyl]hydrazinium iodide for N′-hydrozybenzenecaroximidamide. m/z (ES) 506 (MH)+; IP=C rating.